Dataset: the Open Reaction Database (ORD), a public repository of structured organic reaction records. Task: describe an organic reaction: reactants, conditions, products, and yield The reactants are C(C)(C)(C)OC(=O)N1C(=CC2=C(C(=CC=C12)F)I)OC(=O)OC(C)(C)C (2-tert-butoxycarbonyloxy-5-fluoro-4-iodo-indole-1-carboxylic acid tert-butyl ester), C(C)(C)(C)OC(=O)N1C(=CC=C1)C(C#C)O (2-(1-hydroxy-prop-2-ynyl)-pyrrole-1-carboxylic acid tert-butyl ester), [Cl-].[NH4+] (ammonium chloride). The reagents and catalysts are [Cu]I (copper(I) iodide), C=1C=CC(=CC1)[P](C=2C=CC=CC2)(C=3C=CC=CC3)[Pd]([P](C=4C=CC=CC4)(C=5C=CC=CC5)C=6C=CC=CC6)([P](C=7C=CC=CC7)(C=8C=CC=CC8)C=9C=CC=CC9)[P](C=1C=CC=CC1)(C=1C=CC=CC1)C=1C=CC=CC1 ((Ph3P)4Pd). The solvent is C1CCOC1 (THF), C(C)N(CC)CC (triethylamine). Conditions: time 3.5 hour. Product: hexanes ethyl acetate, C(C)(C)(C)OC(=O)N1C(=CC2=C(C(=CC=C12)F)C#CC(O)C=1N(C=CC1)C(=O)OC(C)(C)C)OC(=O)OC(C)(C)C (2-tert-butoxycarbonyloxy-4-[3-(1-tert-butoxycarbonyl-1H-pyrrol-2-yl)-3-hydroxy-prop-1-ynyl]-5-fluoro-indole-1-carboxylic acid tert-butyl ester). As a reaction SMILES: [C:1]([O:5][C:6]([N:8]1[C:16]2[C:11](=[C:12](I)[C:13]([F:17])=[CH:14][CH:15]=2)[CH:10]=[C:9]1[O:19][C:20]([O:22][C:23]([CH3:26])([CH3:25])[CH3:24])=[O:21])=[O:7])([CH3:4])([CH3:3])[CH3:2].[C:27]([O:31][C:32]([N:34]1[CH:38]=[CH:37][CH:36]=[C:35]1[CH:39]([OH:42])[C:40]#[CH:41])=[O:33])([CH3:30])([CH3:29])[CH3:28].[Cl-].[NH4+]>C1COCC1.C(N(CC)CC)C.[Cu]I.C1C=CC([P]([Pd]([P](C2C=CC=CC=2)(C2C=CC=CC=2)C2C=CC=CC=2)([P](C2C=CC=CC=2)(C2C=CC=CC=2)C2C=CC=CC=2)[P](C2C=CC=CC=2)(C2C=CC=CC=2)C2C=CC=CC=2)(C2C=CC=CC=2)C2C=CC=CC=2)=CC=1>[C:1]([O:5][C:6]([N:8]1[C:16]2[C:11](=[C:12]([C:41]#[C:40][CH:39]([C:35]3[N:34]([C:32]([O:31][C:27]([CH3:30])([CH3:29])[CH3:28])=[O:33])[CH:38]=[CH:37][CH:36]=3)[OH:42])[C:13]([F:17])=[CH:14][CH:15]=2)[CH:10]=[C:9]1[O:19][C:20]([O:22][C:23]([CH3:26])([CH3:25])[CH3:24])=[O:21])=[O:7])([CH3:4])([CH3:3])[CH3:2] |f:2.3,^1:62,64,83,102|. Reported procedure: A solution of 2-tert-butoxycarbonyloxy-5-fluoro-4-iodo-indole-1-carboxylic acid tert-butyl ester (from Example 2 above) (9.85 g, 20.0 mmol), and 2-(1-hydroxy-prop-2-ynyl)-pyrrole-1-carboxylic acid tert-butyl ester (from Example 1 above) (7.96 g, 36.0 mmol) in dry THF (85 mL) and triethylamine (Aldrich, 85 mL) was degassed by bubbling argon through the solution for 15 minutes. At this time copper(I) iodide (0.61 g, 3.2 mmol) and (Ph3P)4Pd (Aldrich, 1.85 g, 1.6 mmol) were added, and the reaction m... Starting materials: C(C)(=O)C=1C(OC(=C(C1O)C(C)=O)O)=O (3,5-diacetyl-4,6-dihydroxy-2H-pyran-2-one), COC=1C=C(C=O)C=CC1OC (3,4-dimethoxybenzaldehyde), COC1=C(C=O)C=CC=C1OC (2,3-dimethoxybenzaldehyde). Yields the product 5-acetyl-3-(3,4-dimethoxycinnamoyl)-4-hydroxy-2H-pyran-2,6(3H), C(C)(=O)C1=C(C(C(OC1=O)=O)C(C=CC1=C(C(=CC=C1)OC)OC)=O)O (5-acetyl-3-(2,3-dimethoxycinnamoyl)-4-hydroxy-2H-pyran-2,6(3H)-dione). RXN SMILES: [C:1]([C:4]1[C:5](=[O:15])[O:6][C:7]([OH:14])=[C:8]([C:11](=[O:13])[CH3:12])[C:9]=1[OH:10])(=[O:3])[CH3:2].COC1C=C(C=CC=1OC)C=O.[CH3:28][O:29][C:30]1[C:37]([O:38][CH3:39])=[CH:36][CH:35]=[CH:34][C:31]=1[CH:32]=O>>[C:11]([C:8]1[C:7](=[O:14])[O:6][C:5](=[O:15])[CH:4]([C:1](=[O:3])[CH:2]=[CH:32][C:31]2[CH:34]=[CH:35][CH:36]=[C:37]([O:38][CH3:39])[C:30]=2[O:29][CH3:28])[C:9]=1[OH:10])(=[O:13])[CH3:12]. Reported procedure: Similarly, equimolar amounts of 3,5-diacetyl-4,6-dihydroxy-2H-pyran-2-one and 3,4-dimethoxybenzaldehyde or 2,3-dimethoxybenzaldehyde are reacted as above to yield the products, 5-acetyl-3-(3,4-dimethoxycinnamoyl)-4-hydroxy-2H-pyran-2,6(3H)-digne, m.p. 223°-225° C., and 5-acetyl-3-(2,3-dimethoxycinnamoyl)-4-hydroxy-2H-pyran-2,6(3H)-dione, m.p. 175°-176° C., respectively. Reactants: Cc1ccc(S(=O)(=O)OCC2CCc3ccc(F)c(-c4ccccc4Cl)c3O2)cc1, CS(C)=O, [N-]=[N+]=[N-], [Na+]. Yields the product [N-]=[N+]=NCC1CCc2ccc(F)c(-c3ccccc3Cl)c2O1. Reaction SMILES: [CH3:1][c:2]1[cH:3][cH:4][c:5]([S:6]([O:7][CH2:12][CH:13]2[O:14][c:15]3[c:16](-[c:24]4[c:25]([Cl:30])[cH:26][cH:27][cH:28][cH:29]4)[c:17]([F:23])[cH:18][cH:19][c:20]3[CH2:21][CH2:22]2)(=[O:8])=[O:9])[cH:10][cH:11]1.[CH3:35][S:36]([CH3:37])=[O:38].[N-:32]=[N+:33]=[N-:34].[Na+:31]>>[CH2:12]([CH:13]1[O:14][c:15]2[c:16](-[c:24]3[c:25]([Cl:30])[cH:26][cH:27][cH:28][cH:29]3)[c:17]([F:23])[cH:18][cH:19][c:20]2[CH2:21][CH2:22]1)[N:32]=[N+:33]=[N-:34]. Reactants: NC1=NN(C=C1)C(=O)OC(C)(C)C (1,1-Dimethylethyl 3-amino-1H-pyrazole-1-carboxylate), N1=CC=CC=C1 (pyridine), ClC(=C(C)C)N(C)C (1-Chloro-N,N,2-trimethyl-1-propenylamine), CN1S(C2=C(OCC1)C=C(C=C2)OC=2C=C(C(=O)O)C=C(C2)O[C@H](COC)C)(=O)=O (3-[(2-methyl-1,1-dioxido-3,4-dihydro-2H-5,1,2-benzoxathiazepin-7-yl)oxy]-5-{[(1S)-1-methyl-2-(methyloxy)ethyl]oxy}benzoic acid). The solvent is C(C)(=O)OCC (ethyl acetate), C(Cl)Cl (DCM), O (water). Conditions: time 1 hour. The product is CN1S(C2=C(OCC1)C=C(C=C2)OC=2C=C(C=C(C2)O[C@H](COC)C)C(=O)NC2=NN(C=C2)C(=O)OC(C)(C)C)(=O)=O (1,1-Dimethylethyl 3-{[(3-[(2-methyl-1,1-dioxido-3,4-dihydro-2H-5,1,2-benzoxathiazepin-7-yl)oxy]-5-{[(1S)-1-methyl-2-(methyloxy)ethyl]oxy}phenyl)carbonyl]amino}-1H-pyrazole-1-carboxylate). Isolated yield 16.6%. As a reaction SMILES: ClC(N(C)C)=C(C)C.[CH3:9][N:10]1[CH2:16][CH2:15][O:14][C:13]2[CH:17]=[C:18]([O:21][C:22]3[CH:23]=[C:24]([CH:28]=[C:29]([O:31][C@@H:32]([CH3:36])[CH2:33][O:34][CH3:35])[CH:30]=3)[C:25](O)=[O:26])[CH:19]=[CH:20][C:12]=2[S:11]1(=[O:38])=[O:37].[NH2:39][C:40]1[CH:44]=[CH:43][N:42]([C:45]([O:47][C:48]([CH3:51])([CH3:50])[CH3:49])=[O:46])[N:41]=1.N1C=CC=CC=1>C(Cl)Cl.O.C(OCC)(=O)C>[CH3:9][N:10]1[CH2:16][CH2:15][O:14][C:13]2[CH:17]=[C:18]([O:21][C:22]3[CH:23]=[C:24]([C:25]([NH:39][C:40]4[CH:44]=[CH:43][N:42]([C:45]([O:47][C:48]([CH3:51])([CH3:50])[CH3:49])=[O:46])[N:41]=4)=[O:26])[CH:28]=[C:29]([O:31][C@@H:32]([CH3:36])[CH2:33][O:34][CH3:35])[CH:30]=3)[CH:19]=[CH:20][C:12]=2[S:11]1(=[O:37])=[O:38]. Procedure details: 1-Chloro-N,N,2-trimethyl-1-propenylamine (0.13 mL, 1.01 mmol) was added to a solution of 3-[(2-methyl-1,1-dioxido-3,4-dihydro-2H-5,1,2-benzoxathiazepin-7-yl)oxy]-5-{[(1S)-1-methyl-2-(methyloxy)ethyl]oxy}benzoic acid (0.22 g, 0.50 mmol) in DCM (8 mL) and stirred for 1 hour. 1,1-Dimethylethyl 3-amino-1H-pyrazole-1-carboxylate (231 mg, 1.26 mmol) then pyridine (0.1 mL, 1.26 mmol) were added and the reaction stirred until the reaction was complete. The reaction mixture was reduced in vacuo and ethyl...